Dataset: the Open Reaction Database (ORD), a public repository of structured organic reaction records. Task: describe an organic reaction: reactants, conditions, products, and yield The reactants are [N+](=O)([O-])C=1C=C2C(=NN(C2=CC1)C(C1=CC=CC=C1)(C1=CC=CC=C1)C1=CC=CC=C1)C1=CC=2C=NC=CC2O1 (2-(5-Nitro-1-trityl-1H-indazol-3-yl)-furo[3,2-c]pyridine). Reagents/catalysts: [Pd] (Pd on carbon). The solvent is C(C)(=O)OCC (ethyl acetate), CO (methanol). The product is NC=1C=C2C(=NN(C2=CC1)C(C1=CC=CC=C1)(C1=CC=CC=C1)C1=CC=CC=C1)C1=CC=2C=NC=CC2O1 (2-(5-amino-1-trityl-1H-indazol-3-yl)-furo[3,2-c]pyridine). Yield: 79.7%. As a reaction SMILES: [N+:1]([C:4]1[CH:5]=[C:6]2[C:10](=[CH:11][CH:12]=1)[N:9]([C:13]([C:26]1[CH:31]=[CH:30][CH:29]=[CH:28][CH:27]=1)([C:20]1[CH:25]=[CH:24][CH:23]=[CH:22][CH:21]=1)[C:14]1[CH:19]=[CH:18][CH:17]=[CH:16][CH:15]=1)[N:8]=[C:7]2[C:32]1[O:40][C:39]2[CH:38]=[CH:37][N:36]=[CH:35][C:34]=2[CH:33]=1)([O-])=O>C(OCC)(=O)C.CO.[Pd]>[NH2:1][C:4]1[CH:5]=[C:6]2[C:10](=[CH:11][CH:12]=1)[N:9]([C:13]([C:20]1[CH:25]=[CH:24][CH:23]=[CH:22][CH:21]=1)([C:26]1[CH:27]=[CH:28][CH:29]=[CH:30][CH:31]=1)[C:14]1[CH:19]=[CH:18][CH:17]=[CH:16][CH:15]=1)[N:8]=[C:7]2[C:32]1[O:40][C:39]2[CH:38]=[CH:37][N:36]=[CH:35][C:34]=2[CH:33]=1. Reported procedure: In a round-bottom flask equipped with a balloon, a mixture 2-(5-Nitro-1-trityl-1H-indazol-3-yl)-furo[3,2-c]pyridine (210 mg, 0.4 mmol) and 5% Pd on carbon (21 mg) in ethyl acetate and methanol (10 mL, 1:1) was hydrogenated overnight at room temperature to give 157 mg desired product (80% yield). Reactants: ClCCl, CC(C)(C)OC(=O)NC1=NC2(c3cc(NC(=O)c4ccc(OC(F)F)cn4)ccc3F)OCCC2CS1, O=C(O)C(F)(F)F. The product is NC1=NC2(c3cc(NC(=O)c4ccc(OC(F)F)cn4)ccc3F)OCCC2CS1. Reaction SMILES: [Cl:45][CH2:46][Cl:47].[F:1][CH:2]([O:3][c:4]1[cH:5][cH:6][c:7]([C:10](=[O:11])[NH:12][c:13]2[cH:14][cH:15][c:16]([F:36])[c:17]([C:19]34[N:20]=[C:21]([NH:28][C:29](=[O:30])[O:31][C:32]([CH3:33])([CH3:34])[CH3:35])[S:22][CH2:23][CH:24]3[CH2:25][CH2:26][O:27]4)[cH:18]2)[n:8][cH:9]1)[F:37].[F:38][C:39]([F:40])([F:41])[C:42]([OH:43])=[O:44]>>[F:1][CH:2]([O:3][c:4]1[cH:5][cH:6][c:7]([C:10](=[O:11])[NH:12][c:13]2[cH:14][cH:15][c:16]([F:36])[c:17]([C:19]34[N:20]=[C:21]([NH2:28])[S:22][CH2:23][CH:24]3[CH2:25][CH2:26][O:27]4)[cH:18]2)[n:8][cH:9]1)[F:37]. Reactants: Cc1cnc(NS(=O)(=O)c2ccc(Cl)s2)c(Br)n1, OCc1cccnc1. Product: Cc1cnc(NS(=O)(=O)c2ccc(Cl)s2)c(OCc2cccnc2)n1. As a reaction SMILES: [Cl:9][c:10]1[cH:11][cH:12][c:13]([S:15](=[O:16])(=[O:17])[NH:18][c:19]2[n:20][cH:21][c:22]([CH3:26])[n:23][c:24]2[Br:25])[s:14]1.[n:1]1[cH:2][c:3]([CH2:7][OH:8])[cH:4][cH:5][cH:6]1>>[n:1]1[cH:2][c:3]([CH2:7][O:8][c:24]2[c:19]([NH:18][S:15]([c:13]3[cH:12][cH:11][c:10]([Cl:9])[s:14]3)(=[O:16])=[O:17])[n:20][cH:21][c:22]([CH3:26])[n:23]2)[cH:4][cH:5][cH:6]1. Reactants: ice, O(C1=CC=CC=C1)CC1=NC2C(N(C2S1)C(C(=O)OC(C1=CC=CC=C1)C1=CC=CC=C1)=C(CCl)O)=O (diphenylmethyl α-[3-phenoxymethyl-7-oxo-2,6-diaza-4-thiabicyclo[3,2,0]hept-2-en-6-yl]-α-(2-chloro-1-hydroxyethylidene)acetate), CO (methanol), ice water, Cl (hydrochloric acid). The solvent is O1CCCC1 (tetrahydrofuran). Run at time 1.5 hour. Yields the product O(C1=CC=CC=C1)CC(=O)NC1[C@@H]2N(C(=C(CS2)O)C(=O)OC(C2=CC=CC=C2)C2=CC=CC=C2)C1=O (diphenylmethyl 7-phenoxyacetamido-3-hydroxy-3-cephem-4-carboxylate). Reaction SMILES: [O:1]([CH2:8][C:9]1[S:15][CH:14]2[CH:11]([C:12](=[O:37])[N:13]2[C:16](=[C:33]([OH:36])[CH2:34]Cl)[C:17]([O:19][CH:20]([C:27]2[CH:32]=[CH:31][CH:30]=[CH:29][CH:28]=2)[C:21]2[CH:26]=[CH:25][CH:24]=[CH:23][CH:22]=2)=[O:18])[N:10]=1)[C:2]1[CH:7]=[CH:6][CH:5]=[CH:4][CH:3]=1.Cl.C[OH:40]>O1CCCC1>[O:1]([CH2:8][C:9]([NH:10][CH:11]1[C:12](=[O:37])[N:13]2[C:16]([C:17]([O:19][CH:20]([C:27]3[CH:32]=[CH:31][CH:30]=[CH:29][CH:28]=3)[C:21]3[CH:26]=[CH:25][CH:24]=[CH:23][CH:22]=3)=[O:18])=[C:33]([OH:36])[CH2:34][S:15][C@H:14]12)=[O:40])[C:2]1[CH:7]=[CH:6][CH:5]=[CH:4][CH:3]=1. Reported procedure: To an ice cooled solution of diphenylmethyl α-[3-phenoxymethyl-7-oxo-2,6-diaza-4-thiabicyclo[3,2,0]hept-2-en-6-yl]-α-(2-chloro-1-hydroxyethylidene)acetate (36 mg) in a mixture of methanol and tetrahydrofuran (1:1) (1.1 ml) is added 1 N-hydrochloric acid (0.39 ml), warmed to the room temperature, and the mixture is stirred for 1.5 hours. The reaction mixture is poured into ice water, and is extracted with methylene chloride. The extract solution is washed with 5% aqueous sodium hydrogen carbonate... Starting materials: C(C)N1C(=NC=2C1=NC(=CC2)C)O (3-ethyl-2-hydroxy-methylimidazo[5,4-b]pyridine), N(=NC(=O)N1CCCCC1)C(=O)N1CCCCC1 (1,1'-(azodicarbonyl)di-piperidine), OC1=CC=C(CC2C(N(C(S2)=O)C(C2=CC=CC=C2)(C2=CC=CC=C2)C2=CC=CC=C2)=O)C=C1 (5-(4-hydroxybenzyl)-3-triphenylmethylthiazolidine-2,4-dione), C(CCC)P(CCCC)CCCC (tributylphosphine). Solvent: C1=CC=CC=C1 (benzene). The product is C(C)N1C(=NC=2C1=NC=CC2)COC2=CC=C(CC1C(N(C(S1)=O)C(C1=CC=CC=C1)(C1=CC=CC=C1)C1=CC=CC=C1)=O)C=C2 (5-{4-(3-Ethylimidazo[5,4-b]pyridin-2-ylmethoxy)-benzyl}-3-triphenylmethylthiazolidine-2,4-dione). Reaction SMILES: [CH2:1]([N:3]1[C:7]2=[N:8][C:9](C)=[CH:10][CH:11]=[C:6]2[N:5]=[C:4]1O)[CH3:2].[OH:14][C:15]1[CH:47]=[CH:46][C:18]([CH2:19][CH:20]2[S:24][C:23](=[O:25])[N:22]([C:26]([C:39]3[CH:44]=[CH:43][CH:42]=[CH:41][CH:40]=3)([C:33]3[CH:38]=[CH:37][CH:36]=[CH:35][CH:34]=3)[C:27]3[CH:32]=[CH:31][CH:30]=[CH:29][CH:28]=3)[C:21]2=[O:45])=[CH:17][CH:16]=1.[CH2:48](P(CCCC)CCCC)CCC.N(C(N1CCCCC1)=O)=NC(N1CCCCC1)=O>C1C=CC=CC=1>[CH2:1]([N:3]1[C:7]2=[N:8][CH:9]=[CH:10][CH:11]=[C:6]2[N:5]=[C:4]1[CH2:48][O:14][C:15]1[CH:16]=[CH:17][C:18]([CH2:19][CH:20]2[S:24][C:23](=[O:25])[N:22]([C:26]([C:39]3[CH:40]=[CH:41][CH:42]=[CH:43][CH:44]=3)([C:27]3[CH:32]=[CH:31][CH:30]=[CH:29][CH:28]=3)[C:33]3[CH:38]=[CH:37][CH:36]=[CH:35][CH:34]=3)[C:21]2=[O:45])=[CH:46][CH:47]=1)[CH3:2]. Procedure: A procedure similar to that described in Preparation 4 was repeated, except that 0.5 g of 3-ethyl-2-hydroxy-methylimidazo[5,4-b]pyridine (prepared as described in Preparation 28), 1.313 g of 5-(4-hydroxybenzyl)-3-triphenylmethylthiazolidine-2,4-dione, 0.77 ml of tributylphosphine, 0.712 g of 1,1'-(azodicarbonyl)di-piperidine and 80 ml of benzene were used, to give the title compound as a crude product. This crude product was purified by column chromatography through silica gel, using a 1:3 by vo...